From a dataset of the Open Reaction Database (ORD), a public repository of structured organic reaction records. describe an organic reaction: reactants, conditions, products, and yield Reactants: BrC1=CC=C(C=C1)OC=C (1-bromo-4-(vinyloxy)benzene), BrC1=CC=C(C=C1)O (4-bromophenol), FC(C(=O)O)(F)F (Trifluoroacetic acid). The solvent is O1CCOCC1 (dioxane). The product is C(C)(OC1=C(C=CC=C1)Br)OC1=C(C=CC=C1)Br (Ethane-1,1-diylbis(oxy)bis(bromobenzene)). Yield: 165.1%. RXN SMILES: [Br:1][C:2]1[CH:7]=[CH:6][C:5](OC=C)=[CH:4][CH:3]=1.[Br:11][C:12]1[CH:17]=[CH:16][C:15](O)=[CH:14][CH:13]=1.F[C:20](F)(F)[C:21]([OH:23])=[O:22]>O1CCOCC1>[CH:21]([O:23][C:7]1[CH:6]=[CH:5][CH:4]=[CH:3][C:2]=1[Br:1])([O:22][C:13]1[CH:14]=[CH:15][CH:16]=[CH:17][C:12]=1[Br:11])[CH3:20]. Reported procedure: Under nitrogen, a 250 milliliter round bottom flask was charged with 1-bromo-4-(vinyloxy)benzene (6.97 grams, 35.0 millimoles, 1.00 equivalent), dioxane (50 milliliters), 4-bromophenol (6.67 grams, 38.5 millimoles, 1.10 equivalent), and a stir bar. Trifluoroacetic acid (1.21 milliliter, 15.75 millimoles, 0.45 equivalent) was added and the flask was equipped with a condenser while maintaining an inert atmosphere. The reaction mixture was heated to reflux overnight, allowed to cool, and quenched w... Reactants: NCCCP(O)(=O)C (3-aminopropylmethylphosphinic acid), C(C(C)C)(=O)OC(C)OC(=O)OC1C(=O)NC(C1)=O ([(1-Isobutanoyloxyethoxy)carbonyloxy] Succinimide). The solvent is C(C)#N (acetonitrile), O (water). The product is C(C(C)C)(=O)OC(C)OC(=O)NCCCP(O)(=O)C (3-{[1-Isobutanoyloxyethoxy]carbonylamino}propyl Methylphosphinic Acid). As a reaction SMILES: [NH2:1][CH2:2][CH2:3][CH2:4][P:5]([CH3:8])(=[O:7])[OH:6].[C:9]([O:14][CH:15]([O:17][C:18](OC1CC(=O)NC1=O)=[O:19])[CH3:16])(=[O:13])[CH:10]([CH3:12])[CH3:11]>C(#N)C.O>[C:9]([O:14][CH:15]([O:17][C:18]([NH:1][CH2:2][CH2:3][CH2:4][P:5]([CH3:8])(=[O:6])[OH:7])=[O:19])[CH3:16])(=[O:13])[CH:10]([CH3:12])[CH3:11]. Procedure: A solution of 3-aminopropylmethylphosphinic acid (137 mg, 1 mmol) and compound (17) (301 mg, 1 mmol) in acetonitrile (5 mL) and water (0.5 mL) was stirred at ambient temperature for 16 h. The solvent was removed under reduced pressure and the residue was purified by preparative HPLC to afford the title compound (111) as a white solid. 1H NMR (CDCl3, 400 MHz): δ 7.69 (br, 1H), 6.77 (q, 1H, J=5.2 Hz), 3.27 (t, 2H, J=6 Hz), 2.53 (m, 1H), 1.83-1.73 (m, 4H), 1.45 (m, 6H), 1.15 (d, 6H, J=7.2 Hz). MS (...